From a dataset of the Open Reaction Database (ORD), a public repository of structured organic reaction records. describe an organic reaction: reactants, conditions, products, and yield Starting materials: ClB(Cl)Cl, CCOCC, CCCCCC, CCOC(=O)COc1c(Cl)c(OC)c2c(c1Cl)OC1(CCCCC1)CC2=O, ClCCl. The product is CCOC(=O)COc1c(Cl)c(O)c2c(c1Cl)OC1(CCCCC1)CC2=O. As a reaction SMILES: [B:28]([Cl:29])([Cl:30])[Cl:31].[CH3:35][CH2:36][O:37][CH2:38][CH3:39].[CH3:40][CH2:41][CH2:42][CH2:43][CH2:44][CH3:45].[Cl:1][c:2]1[c:3]([O:21][CH2:22][C:23](=[O:24])[O:25][CH2:26][CH3:27])[c:4]([Cl:20])[c:5]2[c:6]([c:17]1[O:18][CH3:19])[C:7](=[O:16])[CH2:8][C:9]1([O:10]2)[CH2:11][CH2:12][CH2:13][CH2:14][CH2:15]1.[Cl:32][CH2:33][Cl:34]>>[Cl:1][c:2]1[c:3]([O:21][CH2:22][C:23](=[O:24])[O:25][CH2:26][CH3:27])[c:4]([Cl:20])[c:5]2[c:6]([c:17]1[OH:18])[C:7](=[O:16])[CH2:8][C:9]1([O:10]2)[CH2:11][CH2:12][CH2:13][CH2:14][CH2:15]1.